Dataset: the Open Reaction Database (ORD), a public repository of structured organic reaction records. Task: describe an organic reaction: reactants, conditions, products, and yield Yields the product CCCS(=O)(=O)NCc1cccc(CC(=O)OC)c1. As a reaction SMILES: [CH2:15]([CH2:16][CH3:17])[S:18](=[O:19])(=[O:20])[Cl:21].[CH3:2][O:3][C:4]([CH2:5][c:6]1[cH:7][c:8]([CH2:12][NH2:13])[cH:9][cH:10][cH:11]1)=[O:14].[CH:22]([N:23]([CH2:24][CH3:25])[CH:26]([CH3:27])[CH3:28])([CH3:29])[CH3:30].[Cl:31][CH:32]([Cl:33])[CH3:34].[ClH:1]>>[CH3:2][O:3][C:4]([CH2:5][c:6]1[cH:7][c:8]([CH2:12][NH:13][S:18]([CH2:15][CH2:16][CH3:17])(=[O:19])=[O:20])[cH:9][cH:10][cH:11]1)=[O:14]. Reactants: CCCS(=O)(=O)Cl, COC(=O)Cc1cccc(CN)c1, CCN(C(C)C)C(C)C, CC(Cl)Cl, Cl. Starting materials: CC(CC(=O)OCC)(C)NC (ethyl 3-methyl-3-methylaminobutanoate), C(C1=CC=CC=C1)Br (benzyl bromide), C([O-])([O-])=O.[K+].[K+] (potassium carbonate). Run in C(C)#N (acetonitrile). Yields the product C(C1=CC=CC=C1)N(C)C(CC(=O)OCC)(C)C (ethyl 3-(N-benzyl-N-methylamino)-3-methylbutanoate). As a reaction SMILES: [CH3:1][C:2]([NH:10][CH3:11])([CH3:9])[CH2:3][C:4]([O:6][CH2:7][CH3:8])=[O:5].[CH2:12](Br)[C:13]1[CH:18]=[CH:17][CH:16]=[CH:15][CH:14]=1.C(=O)([O-])[O-].[K+].[K+]>C(#N)C>[CH2:12]([N:10]([C:2]([CH3:1])([CH3:9])[CH2:3][C:4]([O:6][CH2:7][CH3:8])=[O:5])[CH3:11])[C:13]1[CH:18]=[CH:17][CH:16]=[CH:15][CH:14]=1 |f:2.3.4|. Procedure details: A mixture containing ethyl 3-methyl-3-methylaminobutanoate (95 g--Preparation 5), benzyl bromide (72 ml), anhydrous potassium carbonate (138 g) and acetonitrile (500 ml) was heated under reflux for 1.5 hours. The mixture was concentrated in vacuo and the residue partitioned between dichloromethane (500 ml) and 10% aqueous potassium carbonate (300 ml). The layers were separated and the aqueous layer extracted with dichloromethane (2 ×100 ml). The combined dichloromethane extracts were dried (MgSO...